From a dataset of the Open Reaction Database (ORD), a public repository of structured organic reaction records. describe an organic reaction: reactants, conditions, products, and yield Starting materials: CNC(=O)OC(C)(C)C, O=c1cc(OCc2ccccc2)ccn1CCc1ccc(CBr)cc1, C1CCOC1, CCOC(C)=O, O. Yields the product CN(Cc1ccc(CCn2ccc(OCc3ccccc3)cc2=O)cc1)C(=O)OC(C)(C)C. As a reaction SMILES: [C:1]([CH3:2])([CH3:3])([CH3:4])[O:5][C:6]([NH:7][CH3:8])=[O:9].[CH2:10]([c:11]1[cH:12][cH:13][cH:14][cH:15][cH:16]1)[O:17][c:18]1[cH:19][c:20](=[O:34])[n:21]([CH2:24][CH2:25][c:26]2[cH:27][cH:28][c:29]([CH2:32][Br:33])[cH:30][cH:31]2)[cH:22][cH:23]1.[CH2:35]1[O:36][CH2:37][CH2:38][CH2:39]1.[CH3:40][CH2:41][O:42][C:43]([CH3:44])=[O:45].[OH2:46]>>[C:1]([CH3:2])([CH3:3])([CH3:4])[O:5][C:6]([N:7]([CH3:8])[CH2:32][c:29]1[cH:28][cH:27][c:26]([CH2:25][CH2:24][n:21]2[c:20](=[O:34])[cH:19][c:18]([O:17][CH2:10][c:11]3[cH:12][cH:13][cH:14][cH:15][cH:16]3)[cH:23][cH:22]2)[cH:31][cH:30]1)=[O:9].